This data is from the Open Reaction Database (ORD), a public repository of structured organic reaction records. The task is: describe an organic reaction: reactants, conditions, products, and yield Starting materials: CCCCOC(=O)C=CC(=O)OCCCC, CCCCOC(=O)CC(=O)OCCCC, CCCCO, Cl, [Na]. Yields the product CCCCOC(=O)CC(C(=O)OCCCC)C(C(=O)OCCCC)C(=O)OCCCC. Reaction SMILES: [C:17]([CH:18]=[CH:19][C:20](=[O:21])[O:22][CH2:23][CH2:24][CH2:25][CH3:26])(=[O:27])[O:28][CH2:29][CH2:30][CH2:31][CH3:32].[C:2]([CH2:3][C:4](=[O:5])[O:6][CH2:7][CH2:8][CH2:9][CH3:10])(=[O:11])[O:12][CH2:13][CH2:14][CH2:15][CH3:16].[CH2:34]([OH:35])[CH2:36][CH2:37][CH3:38].[ClH:33].[Na:1]>>[C:2]([CH:3]([C:4](=[O:5])[O:6][CH2:7][CH2:8][CH2:9][CH3:10])[CH:18]([C:17](=[O:27])[O:28][CH2:29][CH2:30][CH2:31][CH3:32])[CH2:19][C:20](=[O:21])[O:22][CH2:23][CH2:24][CH2:25][CH3:26])(=[O:11])[O:12][CH2:13][CH2:14][CH2:15][CH3:16]. Starting materials: ClC1=C(CC=2SC=C(N2)C2=CC3=CC=C(C=C3C=C2)OC)C(=CC=C1)Cl (2-(2,6-dichlorobenzyl)-4-(6-methoxy-2-naphthyl)-1,3-thiazole), Br (HBr). Solvent: CC(=O)O (HOAc). Reaction conditions: time 8 hour. The product is ClC1=C(CC=2SC=C(N2)C=2C=C3C=CC(=CC3=CC2)O)C(=CC=C1)Cl (6-[2-(2,6-dichlorobenzyl)-1,3-thiazol-4-yl]-2-naphthol). Yield: 80.4%. As a reaction SMILES: [Cl:1][C:2]1[CH:25]=[CH:24][CH:23]=[C:22]([Cl:26])[C:3]=1[CH2:4][C:5]1[S:6][CH:7]=[C:8]([C:10]2[CH:19]=[CH:18][C:17]3[C:12](=[CH:13][CH:14]=[C:15]([O:20]C)[CH:16]=3)[CH:11]=2)[N:9]=1.Br>CC(O)=O>[Cl:26][C:22]1[CH:23]=[CH:24][CH:25]=[C:2]([Cl:1])[C:3]=1[CH2:4][C:5]1[S:6][CH:7]=[C:8]([C:10]2[CH:11]=[C:12]3[C:17](=[CH:18][CH:19]=2)[CH:16]=[C:15]([OH:20])[CH:14]=[CH:13]3)[N:9]=1. Procedure: A solution of 2-(2,6-dichlorobenzyl)-4-(6-methoxy-2-naphthyl)-1,3-thiazole (390 mg, 0.975 mmol), prepared in the previous step, in 50 mL of glacial HOAc plus 25 mL of 48% HBr was stirred under nitrogen at 120° C. for 3.5 h and then stood overnight at room temperature. The reaction was concentrated under reduced pressure. The residue was dissolved in 20% methanol-methylene chloride and neutralized with the addition of an excess of 5% NaHCO3. The aqueous layer was separated and extracted three tim... The reactants are C(C1=CC=CC=C1)N1C(C2CCC(C1=O)N2C)=O (3-benzyl-2,4-dioxo-8-methyl-3,8-diazabicyclo-(3.2.1)octane), Cl.[NH+]1=CC=CC=C1 (pyridinium hydrochloride). The solvent is O (water). The product is C(C1=CC=CC=C1)N1C(C2CCC(C1=O)N2)=O (3-BENZYL-2,4-DIOXO-3,8-DIAZABICYCLO(3.2.1)OCTANE). RXN SMILES: [CH2:1]([N:8]1[C:14](=[O:15])[CH:13]2[N:16](C)[CH:10]([CH2:11][CH2:12]2)[C:9]1=[O:18])[C:2]1[CH:7]=[CH:6][CH:5]=[CH:4][CH:3]=1.Cl.[NH+]1C=CC=CC=1>O>[CH2:1]([N:8]1[C:9](=[O:18])[CH:10]2[NH:16][CH:13]([CH2:12][CH2:11]2)[C:14]1=[O:15])[C:2]1[CH:3]=[CH:4][CH:5]=[CH:6][CH:7]=1 |f:1.2|. Procedure: A mixture of 3-benzyl-2,4-dioxo-8-methyl-3,8-diazabicyclo-(3.2.1)octane (U.S. Pat. No. 3,328,396) (1.05 g) and pyridinium hydrochloride (5 g) was heated in an oil-bath at 220° C. for 25 minutes. After cooling, the mixture was taken up with water (30 mL) and extracted with ether. The organic layer was dried over magnesium sulfate, evaporated to give 0.45 g of crude product which was chromatographed over silica gel using dichloromethane-ethyl acetate 80:20 as eluent to give 0.3 g of crystallized t... The reactants are OCC(CO)(CO)CO (pentaerythritol), BrCCCCCCCCCCCCCCCCCC (1-bromooctadecane), [H-].[Na+] (sodium hydride), Cl (hydrochloric acid). Solvent: CN(C)C=O (DMF), C(Cl)(Cl)Cl (chloroform). Run at temperature 100 celsius, time 22 hour. Yields the product C(CCCCCCCCCCCCCCCCC)OCC(CO)(COCCCCCCCCCCCCCCCCCC)COCCCCCCCCCCCCCCCCCC (2,2,2-tris(octadecyloxymethyl)ethanol). Isolated yield 22.5%. RXN SMILES: [OH:1][CH2:2][C:3]([CH2:8][OH:9])([CH2:6][OH:7])[CH2:4][OH:5].Br[CH2:11][CH2:12][CH2:13][CH2:14][CH2:15][CH2:16][CH2:17][CH2:18][CH2:19][CH2:20][CH2:21][CH2:22][CH2:23][CH2:24][CH2:25][CH2:26][CH2:27][CH3:28].[H-].[Na+].Cl>C(Cl)(Cl)Cl.CN(C=O)C>[CH2:11]([O:1][CH2:2][C:3]([CH2:8][O:9][CH2:28][CH2:27][CH2:26][CH2:25][CH2:24][CH2:23][CH2:22][CH2:21][CH2:20][CH2:19][CH2:18][CH2:17][CH2:16][CH2:15][CH2:14][CH2:13][CH2:12][CH3:11])([CH2:6][O:7][CH2:28][CH2:27][CH2:26][CH2:25][CH2:24][CH2:23][CH2:22][CH2:21][CH2:20][CH2:19][CH2:18][CH2:17][CH2:16][CH2:15][CH2:14][CH2:13][CH2:12][CH3:11])[CH2:4][OH:5])[CH2:12][CH2:13][CH2:14][CH2:15][CH2:16][CH2:17][CH2:18][CH2:19][CH2:20][CH2:21][CH2:22][CH2:23][CH2:24][CH2:25][CH2:26][CH2:27][CH3:28] |f:2.3|. Procedure: To pentaerythritol (1.5 g, 11.0 mmol) were added DMF (100 ml), 1-bromooctadecane (11.4 g, 34.2 mmol) and sodium hydride (60 wt %, 1.54 g, 38.5 mmol), and the mixture was stirred at 100° C. for 22 hr. The reaction mixture was cooled to room temperature, chloroform (150 ml) was added, and 1N hydrochloric acid (150 ml) was added further dropwise. After stirring, the aqueous layer was removed, and the organic layer was further washed with 1N hydrochloric acid (100 ml) and water (100 ml). The organic... The reactants are CC(C)(OC(=O)N[C@@H]1C(N([C@H]1C)OCC(=O)OCC1=CC=CC=C1)=O)C ((3S-trans)-3-[[(1,1-Dimethylethoxy)carbonyl]amino]-4-methyl-1-[[(phenylmethoxy)carbonyl]methoxy]-2-azetidinone). Reagents/catalysts: [Pd] (palladium on charcoal). Run in C(C)O (ethanol). Conditions: time 30 minute. The product is CC(C)(OC(=O)N[C@@H]1C(N([C@H]1C)OCC(=O)O)=O)C ((3S-trans)-3-[[(1,1-dimethylethoxy)carbonyl]amino]-4-methyl-1-(carboxymethoxy)-2-azetidinone). Yield: 100.3%. As a reaction SMILES: [CH3:1][C:2]([CH3:26])([O:4][C:5]([NH:7][C@H:8]1[C@H:11]([CH3:12])[N:10]([O:13][CH2:14][C:15]([O:17]CC2C=CC=CC=2)=[O:16])[C:9]1=[O:25])=[O:6])[CH3:3]>C(O)C.[Pd]>[CH3:26][C:2]([CH3:1])([O:4][C:5]([NH:7][C@H:8]1[C@H:11]([CH3:12])[N:10]([O:13][CH2:14][C:15]([OH:17])=[O:16])[C:9]1=[O:25])=[O:6])[CH3:3]. Reported procedure: (3S-trans)-3-[[(1,1-Dimethylethoxy)carbonyl]amino]-4-methyl-1-[[(phenylmethoxy)carbonyl]methoxy]-2-azetidinone (0.73 g, 2.0 mmol) was dissolved in 12 ml of absolute ethanol and 0.36 g of 10% palladium on charcoal was added under argon. Hydrogenolysis (1 atmosphere, 20° C.) was completed in 30 minutes. The reaction mixture was filtered and the volatiles were removed to yield 0.55 g of crude (3S-trans)-3-[[(1,1-dimethylethoxy)carbonyl]amino]-4-methyl-1-(carboxymethoxy)-2-azetidinone.